Dataset: the Open Reaction Database (ORD), a public repository of structured organic reaction records. Task: describe an organic reaction: reactants, conditions, products, and yield The reactants are O=C(O)c1nc(Cl)c2cc(OCc3ccccc3)ccc2c1O, COC(=O)C(C)N. Yields the product COC(=O)C(C)NC(=O)c1nc(Cl)c2cc(OCc3ccccc3)ccc2c1O. Reaction SMILES: [CH2:1]([c:2]1[cH:3][cH:4][cH:5][cH:6][cH:7]1)[O:8][c:9]1[cH:10][cH:11][c:12]2[c:13]([OH:23])[c:14]([C:20](=[O:21])[OH:22])[n:15][c:16]([Cl:19])[c:17]2[cH:18]1.[CH3:24][O:25][C:26]([CH:27]([NH2:28])[CH3:29])=[O:30]>>[CH2:1]([c:2]1[cH:3][cH:4][cH:5][cH:6][cH:7]1)[O:8][c:9]1[cH:10][cH:11][c:12]2[c:13]([OH:23])[c:14]([C:20](=[O:21])[NH:28][CH:27]([C:26]([O:25][CH3:24])=[O:30])[CH3:29])[n:15][c:16]([Cl:19])[c:17]2[cH:18]1.